From a dataset of the Open Reaction Database (ORD), a public repository of structured organic reaction records. describe an organic reaction: reactants, conditions, products, and yield Reactants: COC1=CC=C(CO)C=C1 (4-Methoxybenzylalcohol), C(C)(C)(C)OC(=O)C1N(CC=CCC1C(=O)O)S(=O)(=O)C1=CC=C(C=C1)OC (1-(4-Methoxy-benzenesulfonyl)-2,3,4,7-tetrahydro-1H-azepine-2,3-dicarboxylic acid 2-tert-butyl ester), C(CC)N(CCC)CCC (Tripropyl amine), C1(=CC=CC=C1)P(=O)(C1=CC=CC=C1)N=[N+]=[N-] (Diphenyl phosphoryl azide), ( M )+383.0. The solvent is O1CCCC1 (Tetrahydrofuran). Conditions: time 30 minute. Product: C(C)(C)(C)OC(=O)C1N(CC=CCC1NC(=O)OCC1=CC=C(C=C1)OC)S(=O)(=O)C1=CC=C(C=C1)OC (1-(4-Methoxy-benzenesulfonyl)-3-(4-methoxy-benzyloxycarbonyl-amino)-2,3,4,7-tetrahydro-1H-azepine-2-carboxylic Acid Tert-butyl Ester). Reaction SMILES: [C:1]([O:5][C:6]([CH:8]1[CH:14](C(O)=O)[CH2:13][CH:12]=[CH:11][CH2:10][N:9]1[S:18]([C:21]1[CH:26]=[CH:25][C:24]([O:27][CH3:28])=[CH:23][CH:22]=1)(=[O:20])=[O:19])=[O:7])([CH3:4])([CH3:3])[CH3:2].C([N:32]([CH2:36]CC)CCC)CC.C1(P(N=[N+]=[N-])(C2C=CC=CC=2)=[O:46])C=CC=CC=1.[CH3:56][O:57][C:58]1[CH:65]=[CH:64][C:61]([CH2:62][OH:63])=[CH:60][CH:59]=1>O1CCCC1>[C:1]([O:5][C:6]([CH:8]1[CH:14]([NH:32][C:36]([O:63][CH2:62][C:61]2[CH:64]=[CH:65][C:58]([O:57][CH3:56])=[CH:59][CH:60]=2)=[O:46])[CH2:13][CH:12]=[CH:11][CH2:10][N:9]1[S:18]([C:21]1[CH:26]=[CH:25][C:24]([O:27][CH3:28])=[CH:23][CH:22]=1)(=[O:20])=[O:19])=[O:7])([CH3:4])([CH3:2])[CH3:3]. Reported procedure: The reaction is performed under an Argon atmosphere and exclusion of light. 1-(4-Methoxy-benzenesulfonyl)-2,3,4,7-tetrahydro-1H-azepine-2,3-dicarboxylic acid 2-tert-butyl ester (550 mg, 1.34 mmol) is dissolved in 7 ml dry Tetrahydrofuran (THF). Tripropyl amine (TPA) (280 μl, 1.47 mmol) is added and the reaction is stirred for 30 minutes at RT. Diphenyl phosphoryl azide (318 μl, 1.47 mmol) is added and the reaction is gradually heated to 40° C. for 3 h. The reaction temperature is then increased ... Starting materials: C(C)OC(=O)[C@@H]1N([C@@H](CC1)C(=O)OCC)CC1=CC=CC=C1 ((2R,5S)-1-benzyl-pyrrolidine-2,5-dicarboxylic acid diethyl ester), C(C1=CC=CC=C1)N (benzylamine), diethyl meso-dibromoadipate. Product: C(C)OC(=O)[C@@H]1N([C@@H](CC1)C(=O)O)CC1=CC=CC=C1 ((2R,5S)-1-Benzyl-pyrrolidine-2,5-dicarboxylic acid monoethyl ester). RXN SMILES: [CH2:1]([O:3][C:4]([C@H:6]1[CH2:10][CH2:9][C@@H:8]([C:11]([O:13]CC)=[O:12])[N:7]1[CH2:16][C:17]1[CH:22]=[CH:21][CH:20]=[CH:19][CH:18]=1)=[O:5])[CH3:2].C(N)C1C=CC=CC=1>>[CH2:1]([O:3][C:4]([C@H:6]1[CH2:10][CH2:9][C@@H:8]([C:11]([OH:13])=[O:12])[N:7]1[CH2:16][C:17]1[CH:18]=[CH:19][CH:20]=[CH:21][CH:22]=1)=[O:5])[CH3:2]. Procedure details: The title compound was prepared according to the procedure described in Gazzetta Chimica Italiana, 1996, 126, 543-554 from (2R,5S)-1-benzyl-pyrrolidine-2,5-dicarboxylic acid diethyl ester prepared from benzylamine and diethyl meso-dibromoadipate according to the procedure described in J. Med. Chem. 2006, 49, 11, 3068-3076. Starting materials: [Si](C)(C)(C(C)(C)C)OCC=1C=C(OCC2=CC=C(S2)/C(=C/C#CC(C(F)(F)F)(O)C(F)(F)F)/CC)C=CC1CO[Si](C)(C)C(C)(C)C ((E)-6-{5-[3,4-bis(tert-butyldimethylsilanyloxymethyl)phenoxymethyl]-2-thienyl}-1,1,1,-trifluoro-2-trifluoromethyloct-5-en-3-yn-2-ol), [H-].[Al+3].[Li+].[H-].[H-].[H-] (lithium aluminium hydride), C[O-].[Na+] (sodium methoxide), [OH-].[Na+] (sodium hydroxide). Run in C1CCOC1 (THF), C1CCOC1 (THF), O (water), O (water). Product: [Si](C)(C)(C(C)(C)C)OCC=1C=C(OCC2=CC=C(S2)/C(=C/C=C/C(C(F)(F)F)(O)C(F)(F)F)/CC)C=CC1CO[Si](C)(C)C(C)(C)C ((3E,5E)-6-{5-[3,4-bis(tert-Butyldimethylsilanyl-oxymethyl)phenoxymethyl]-2-thienyl}-1,1,1-trifluoro-2-trifluoromethylocta-3,5-dien-2-ol), oil. RXN SMILES: [Si:1]([O:8][CH2:9][C:10]1[CH:11]=[C:12]([CH:36]=[CH:37][C:38]=1[CH2:39][O:40][Si:41]([C:44]([CH3:47])([CH3:46])[CH3:45])([CH3:43])[CH3:42])[O:13][CH2:14][C:15]1[S:19][C:18](/[C:20](/[CH2:34][CH3:35])=[CH:21]/[C:22]#[C:23][C:24]([C:30]([F:33])([F:32])[F:31])([OH:29])[C:25]([F:28])([F:27])[F:26])=[CH:17][CH:16]=1)([C:4]([CH3:7])([CH3:6])[CH3:5])([CH3:3])[CH3:2].[H-].[Al+3].[Li+].[H-].[H-].[H-].C[O-].[Na+].[OH-].[Na+]>C1COCC1.O>[Si:1]([O:8][CH2:9][C:10]1[CH:11]=[C:12]([CH:36]=[CH:37][C:38]=1[CH2:39][O:40][Si:41]([C:44]([CH3:45])([CH3:47])[CH3:46])([CH3:42])[CH3:43])[O:13][CH2:14][C:15]1[S:19][C:18](/[C:20](/[CH2:34][CH3:35])=[CH:21]/[CH:22]=[CH:23]/[C:24]([C:25]([F:27])([F:26])[F:28])([OH:29])[C:30]([F:33])([F:32])[F:31])=[CH:17][CH:16]=1)([C:4]([CH3:7])([CH3:6])[CH3:5])([CH3:3])[CH3:2] |f:1.2.3.4.5.6,7.8,9.10|. Reported procedure: 1 g (1.3 mmol) of (E)-6-{5-[3,4-bis(tert-butyldimethylsilanyloxymethyl)phenoxymethyl]-2-thienyl}-1,1,1,-trifluoro-2-trifluoromethyloct-5-en-3-yn-2-ol is dissolved in 10 mL of THF and then added to a suspension of 160 mg (4.2 mmol) of lithium aluminium hydride and 450 mg (8.4 mmol) of sodium methoxide in 20 mL of THF. After stirring at reflux for 2 hours, the medium is cooled and then treated with 200 μL of water, 200 μL of 15% sodium hydroxide and 600 μL of water. After filtration, the residue i... The reactants are ClC(Cl)(Cl)Cl, Cc1ccc(C(F)(F)c2ccccc2)cc1, CC(C)(C#N)N=NC(C)(C)C#N, O=C1CCC(=O)N1Br. Yields the product NCc1ccc(C(F)(F)c2ccccc2)cc1. As a reaction SMILES: [C:37]([Cl:38])([Cl:39])([Cl:40])[Cl:41].[F:1][C:2]([c:3]1[cH:4][cH:5][c:6]([CH3:9])[cH:7][cH:8]1)([c:10]1[cH:11][cH:12][cH:13][cH:14][cH:15]1)[F:16].[N:25]#[C:26][C:27]([N:28]=[N:29][C:30]([C:31]#[N:32])([CH3:33])[CH3:34])([CH3:35])[CH3:36].[O:17]=[C:18]1[N:23]([Br:19])[C:20](=[O:21])[CH2:22][CH2:24]1>>[F:1][C:2]([c:3]1[cH:4][cH:5][c:6]([CH2:9][NH2:23])[cH:7][cH:8]1)([c:10]1[cH:11][cH:12][cH:13][cH:14][cH:15]1)[F:16]. Reactants: C12(CC3CC(CC(C1)C3)C2)C(=O)Cl (1-adamantanecarbonyl chloride), N1=CC=C(C=C1)CO (4-pyridylcarbinol), C(CCC)[Li] (n-butyllithium), C([O-])(O)=O.[Na+] (sodium bicarbonate). The solvent is C1CCOC1 (THF), O (water), C1CCOC1 (THF), CCCCCC (hexane). Conditions: time 30 minute. The product is C12(CC3CC(CC(C1)C3)C2)C(=O)OCC2=CC=NC=C2 (4-Pyridylmethyl 1-adamantanecarboxylate). Yield: 35.0%. Reaction SMILES: [N:1]1[CH:6]=[CH:5][C:4]([CH2:7][OH:8])=[CH:3][CH:2]=1.C([Li])CCC.[C:14]12([C:24](Cl)=[O:25])[CH2:23][CH:18]3[CH2:19][CH:20]([CH2:22][CH:16]([CH2:17]3)[CH2:15]1)[CH2:21]2.C(=O)(O)[O-].[Na+]>C1COCC1.CCCCCC.O>[C:14]12([C:24]([O:8][CH2:7][C:4]3[CH:5]=[CH:6][N:1]=[CH:2][CH:3]=3)=[O:25])[CH2:21][CH:20]3[CH2:19][CH:18]([CH2:17][CH:16]([CH2:22]3)[CH2:15]1)[CH2:23]2 |f:3.4|. Reported procedure: To 4-pyridylcarbinol (1.2 g, 11.0 mmol) in THF (40 ml) at -18° C. was added n-butyllithium (2.5 M, 4.2 ml, 10.5 mmol) in hexane dropwise with stirring. After 10 minutes a solution of 1-adamantanecarbonyl chloride (2.0 g, 10.0 mmol) in THF (10 ml) was added and stirring continued at room temperature for 30 minutes. The mixture was poured into water, basified with saturated aqueous sodium bicarbonate, and extracted with ether. The ether extracts were combined, dried (Na2CO3) and concentrated, Chro... Reactants: C1CCN(CC1)C(=O)N=NC(=O)N2CCCCC2 (1,1-(azodicarbonyl)-dipiperidine), C1(=CC=CC=C1)P(C1=CC=CC=C1)C1=CC=CC=C1 (triphenylphosphine), OCCNC(OCC1=CC=CC=C1)=O (benzyl N-(2-hydroxyethyl)-carbamate), C1(=CC=CC=C1)C=1N=C(SC1)C1=CC=C(C=C1)O (4-(4-Phenyl-thiazol-2-yl)-phenol). Run in C1(=CC=CC=C1)C (toluene), C1(=CC=CC=C1)C (toluene), O1CCCC1 (tetrahydrofuran). Reaction conditions: temperature 0 celsius, time 10 minute. The product is C(C1=CC=CC=C1)OC(NCCOC1=CC=C(C=C1)C=1SC=C(N1)C1=CC=CC=C1)=O (Benzyl-{2-[4-(4-phenyl-thiazol-2-yl)-phenoxy]-ethyl}-carbamate). Isolated yield 45.3%. As a reaction SMILES: [C:1]1([C:7]2[N:8]=[C:9]([C:12]3[CH:17]=[CH:16][C:15]([OH:18])=[CH:14][CH:13]=3)[S:10][CH:11]=2)[CH:6]=[CH:5][CH:4]=[CH:3][CH:2]=1.C1(P(C2C=CC=CC=2)C2C=CC=CC=2)C=CC=CC=1.O[CH2:39][CH2:40][NH:41][C:42](=[O:51])[O:43][CH2:44][C:45]1[CH:50]=[CH:49][CH:48]=[CH:47][CH:46]=1.C1CCN(C(N=NC(N2CCCCC2)=O)=O)CC1>C1(C)C=CC=CC=1.O1CCCC1>[CH2:44]([O:43][C:42](=[O:51])[NH:41][CH2:40][CH2:39][O:18][C:15]1[CH:14]=[CH:13][C:12]([C:9]2[S:10][CH:11]=[C:7]([C:1]3[CH:2]=[CH:3][CH:4]=[CH:5][CH:6]=3)[N:8]=2)=[CH:17][CH:16]=1)[C:45]1[CH:50]=[CH:49][CH:48]=[CH:47][CH:46]=1. Procedure details: 4-(4-Phenyl-thiazol-2-yl)-phenol (516 mg, 2.03 mmol) was dissolved in toluene (6.8 ml), and triphenylphosphine (786 mg, 3.00 mmol) and benzyl N-(2-hydroxyethyl)-carbamate (585 mg, 3.00 mmol) were added. The solution was cooled to about 0° C. and 1,1-(azodicarbonyl)-dipiperidine (757 mg, 3.00 mmol) was added. The mixture was allowed to stir for about 10 minutes at about 0° C. and was then allowed to warm to room temperature. An additional 6.8 ml of toluene and 6.8 ml of tetrahydrofuran were added...